This data is from the Open Reaction Database (ORD), a public repository of structured organic reaction records. The task is: describe an organic reaction: reactants, conditions, products, and yield Starting materials: N([C@@H]([C@@H](C)CC)C(=O)N[C@@H](CSC(C1=CC=CC=C1)(C1=CC=CC=C1)C1=CC=CC=C1)C(=O)N[C@@H](CO)C(=O)N[C@@H](CC(C)C)C(=O)N[C@@H](CC1=CC=C(C=C1)OC(C)(C)C)C(=O)N[C@@H](CCC(N)=O)C(=O)N[C@@H](CC(C)C)C(=O)N[C@@H](CCC(OC(C)(C)C)=O)C(=O)N[C@@H](CC(N)=O)C(=O)N[C@@H](CC1=CC=C(C=C1)OC(C)(C)C)C(=O)N[C@@H](CSC(C1=CC=CC=C1)(C1=CC=CC=C1)C1=CC=CC=C1)C(=O)N[C@@H](CC(N)=O)C(=O)OC(C)(C)C)C(=O)OC(C)(C)C1=CC(OC)=CC(OC)=C1 (Ddz-Ile-Cys(Trt)-Ser-Leu-Tyr(But)-Gln-Leu-Glu(OBut)-Asn-Tyr(But)-Cys(Trt)-Asn-OBut), FC(C(=O)O)(F)F (trifluoroacetic acid), N1=CC=CC=C1 (pyridine). The solvent is O (water), C(Cl)Cl (methylene chloride), FC(C(=O)O)(F)F.C(Cl)Cl (trifluoroacetic acid methylene chloride), O (water), C1(=CC=CC=C1)OC (anisole). Reaction conditions: time 4 hour. Product: N[C@@H]([C@@H](C)CC)C(=O)N[C@@H](CSC(C1=CC=CC=C1)(C1=CC=CC=C1)C1=CC=CC=C1)C(=O)N[C@@H](CO)C(=O)N[C@@H](CC(C)C)C(=O)N[C@@H](CC1=CC=C(C=C1)OC(C)(C)C)C(=O)N[C@@H](CCC(N)=O)C(=O)N[C@@H](CC(C)C)C(=O)N[C@@H](CCC(OC(C)(C)C)=O)C(=O)N[C@@H](CC(N)=O)C(=O)N[C@@H](CC1=CC=C(C=C1)OC(C)(C)C)C(=O)N[C@@H](CSC(C1=CC=CC=C1)(C1=CC=CC=C1)C1=CC=CC=C1)C(=O)N[C@@H](CC(N)=O)C(=O)OC(C)(C)C.FC(C(=O)[O-])(F)F (H-Ile-Cys(Trt)-Ser-Leu-Tyr(But)-Gln-Leu-Glu(OBut)-Asn-Tyr(But)-Cys(Trt)-Asn-OBut trifluoroacetate). RXN SMILES: [NH:1](C(OC(C1C=C(OC)C=C(OC)C=1)(C)C)=O)[C@H:2]([C:7]([NH:9][C@H:10]([C:32]([NH:34][C@H:35]([C:38]([NH:40][C@H:41]([C:46]([NH:48][C@H:49]([C:62]([NH:64][C@H:65]([C:71]([NH:73][C@H:74]([C:79]([NH:81][C@H:82]([C:92]([NH:94][C@H:95]([C:100]([NH:102][C@H:103]([C:116]([NH:118][C@H:119]([C:141]([NH:143][C@H:144]([C:149]([O:151][C:152]([CH3:155])([CH3:154])[CH3:153])=[O:150])[CH2:145][C:146](=[O:148])[NH2:147])=[O:142])[CH2:120][S:121][C:122]([C:135]1[CH:140]=[CH:139][CH:138]=[CH:137][CH:136]=1)([C:129]1[CH:134]=[CH:133][CH:132]=[CH:131][CH:130]=1)[C:123]1[CH:128]=[CH:127][CH:126]=[CH:125][CH:124]=1)=[O:117])[CH2:104][C:105]1[CH:110]=[CH:109][C:108]([O:111][C:112]([CH3:115])([CH3:114])[CH3:113])=[CH:107][CH:106]=1)=[O:101])[CH2:96][C:97](=[O:99])[NH2:98])=[O:93])[CH2:83][CH2:84][C:85](=[O:91])[O:86][C:87]([CH3:90])([CH3:89])[CH3:88])=[O:80])[CH2:75][CH:76]([CH3:78])[CH3:77])=[O:72])[CH2:66][CH2:67][C:68](=[O:70])[NH2:69])=[O:63])[CH2:50][C:51]1[CH:56]=[CH:55][C:54]([O:57][C:58]([CH3:61])([CH3:60])[CH3:59])=[CH:53][CH:52]=1)=[O:47])[CH2:42][CH:43]([CH3:45])[CH3:44])=[O:39])[CH2:36][OH:37])=[O:33])[CH2:11][S:12][C:13]([C:26]1[CH:31]=[CH:30][CH:29]=[CH:28][CH:27]=1)([C:20]1[CH:25]=[CH:24][CH:23]=[CH:22][CH:21]=1)[C:14]1[CH:19]=[CH:18][CH:17]=[CH:16][CH:15]=1)=[O:8])[C@H:3]([CH2:5][CH3:6])[CH3:4].[F:172][C:173]([F:178])([F:177])[C:174]([OH:176])=[O:175].N1C=CC=CC=1>O.C(Cl)Cl.FC(F)(F)C(O)=O.C(Cl)Cl.C1(OC)C=CC=CC=1>[NH2:1][C@H:2]([C:7]([NH:9][C@H:10]([C:32]([NH:34][C@H:35]([C:38]([NH:40][C@H:41]([C:46]([NH:48][C@H:49]([C:62]([NH:64][C@H:65]([C:71]([NH:73][C@H:74]([C:79]([NH:81][C@H:82]([C:92]([NH:94][C@H:95]([C:100]([NH:102][C@H:103]([C:116]([NH:118][C@H:119]([C:141]([NH:143][C@H:144]([C:149]([O:151][C:152]([CH3:153])([CH3:154])[CH3:155])=[O:150])[CH2:145][C:146](=[O:148])[NH2:147])=[O:142])[CH2:120][S:121][C:122]([C:123]1[CH:124]=[CH:125][CH:126]=[CH:127][CH:128]=1)([C:135]1[CH:140]=[CH:139][CH:138]=[CH:137][CH:136]=1)[C:129]1[CH:130]=[CH:131][CH:132]=[CH:133][CH:134]=1)=[O:117])[CH2:104][C:105]1[CH:110]=[CH:109][C:108]([O:111][C:112]([CH3:114])([CH3:115])[CH3:113])=[CH:107][CH:106]=1)=[O:101])[CH2:96][C:97](=[O:99])[NH2:98])=[O:93])[CH2:83][CH2:84][C:85](=[O:91])[O:86][C:87]([CH3:88])([CH3:90])[CH3:89])=[O:80])[CH2:75][CH:76]([CH3:77])[CH3:78])=[O:72])[CH2:66][CH2:67][C:68](=[O:70])[NH2:69])=[O:63])[CH2:50][C:51]1[CH:56]=[CH:55][C:54]([O:57][C:58]([CH3:61])([CH3:60])[CH3:59])=[CH:53][CH:52]=1)=[O:47])[CH2:42][CH:43]([CH3:44])[CH3:45])=[O:39])[CH2:36][OH:37])=[O:33])[CH2:11][S:12][C:13]([C:26]1[CH:27]=[CH:28][CH:29]=[CH:30][CH:31]=1)([C:14]1[CH:19]=[CH:18][CH:17]=[CH:16][CH:15]=1)[C:20]1[CH:21]=[CH:22][CH:23]=[CH:24][CH:25]=1)=[O:8])[C@H:3]([CH2:5][CH3:6])[CH3:4].[F:172][C:173]([F:178])([F:177])[C:174]([O-:176])=[O:175] |f:5.6,8.9|. Procedure: 24 g (about 10 mmols) of Ddz-Ile-Cys(Trt)-Ser-Leu-Tyr(But)-Gln-Leu-Glu(OBut)-Asn-Tyr(But)-Cys(Trt)-Asn-OBut were dissolved in a mixture of 8.75 ml (100 mmols) trifluoroacetic acid, 1.75 ml of water, 165 ml of methylene chloride (=about 175 ml of a 5% strength trifluoroacetic acid-methylene chloride solution with 1% of water) and 17.5 ml anisole while stirring. Stirring was continued for 4 hours at room temperature, 10 ml (124 mmols) pyridine were then added and the mixture was concentrated. The ... The reactants are CC(C)CCCBr, CN(C)C=O, [Cl-], [H-], CC(C)(C)C(=O)Nc1ccc(-c2cc(=O)c3c(N)c(F)cc(F)c3o2)cc1F, [NH4+], [Na+]. The product is CC(C)CCCNc1c(F)cc(F)c2oc(-c3ccc(NC(=O)C(C)(C)C)c(F)c3)cc(=O)c12. RXN SMILES: [Br:31][CH2:32][CH2:33][CH2:34][CH:35]([CH3:36])[CH3:37].[CH3:40][N:41]([CH3:42])[CH:43]=[O:44].[Cl-:38].[H-:29].[NH2:1][c:2]1[c:3]([F:28])[cH:4][c:5]([F:27])[c:6]2[c:7]1[c:8](=[O:26])[cH:9][c:10](-[c:12]1[cH:13][c:14]([F:25])[c:15]([NH:18][C:19]([C:20]([CH3:21])([CH3:22])[CH3:23])=[O:24])[cH:16][cH:17]1)[o:11]2.[NH4+:39].[Na+:30]>>[NH:1]([c:2]1[c:3]([F:28])[cH:4][c:5]([F:27])[c:6]2[c:7]1[c:8](=[O:26])[cH:9][c:10](-[c:12]1[cH:13][c:14]([F:25])[c:15]([NH:18][C:19]([C:20]([CH3:21])([CH3:22])[CH3:23])=[O:24])[cH:16][cH:17]1)[o:11]2)[CH2:32][CH2:33][CH2:34][CH:35]([CH3:36])[CH3:37]. Reactants: FC=1C=C2C(C(NC2=CC1)=O)=O (5-fluoroisatin), [H-].[Na+] (sodium hydride), BrC(C1=CC=CC=C1)C1=CC=CC=C1 (bromodiphenylmethane). Run in C(C)(=O)OCC (ethyl acetate), CN(C=O)C (N,N-dimethylformamide). Reaction conditions: temperature 0 celsius, time 1 hour. Product: C1(=CC=CC=C1)C(N1C(C(C2=CC(=CC=C12)F)=O)=O)C1=CC=CC=C1 (1-(diphenylmethyl)-5-fluoro-1H-indole-2,3-dione). Isolated yield 52.4%. RXN SMILES: [F:1][C:2]1[CH:3]=[C:4]2[C:8](=[CH:9][CH:10]=1)[NH:7][C:6](=[O:11])[C:5]2=[O:12].[H-].[Na+].Br[CH:16]([C:23]1[CH:28]=[CH:27][CH:26]=[CH:25][CH:24]=1)[C:17]1[CH:22]=[CH:21][CH:20]=[CH:19][CH:18]=1>CN(C)C=O.C(OCC)(=O)C>[C:17]1([CH:16]([C:23]2[CH:24]=[CH:25][CH:26]=[CH:27][CH:28]=2)[N:7]2[C:8]3[C:4](=[CH:3][C:2]([F:1])=[CH:10][CH:9]=3)[C:5](=[O:12])[C:6]2=[O:11])[CH:22]=[CH:21][CH:20]=[CH:19][CH:18]=1 |f:1.2|. Procedure: To a stirred solution of 5-fluoroisatin (6.00 g, 36.3 mmol) in N,N-dimethylformamide (50 mL) was added sodium hydride (1.60 g, 40.0 mmol) at 0° C. The reaction mixture was stirred at 0° C. for 1 h followed by the addition of bromodiphenylmethane (10.0 g, 38.0 mmol). The mixture was stirred at 60° C. for 7 h, diluted with ethyl acetate, washed with water and brine, dried over anhydrous sodium sulfate and filtered. The filtrate was concentrated in vacuo to dryness, the residue was recrystallized f... The reactants are COC1=C2C3=C(C[C@@H]4[C@]5([C@]3(CCN4CC6CC6)[C@@H](O2)C(=O)CC5)O)C=C1 (N-cyclopropylmethylnoroxycodone), C1(CCC1)CN1[C@H]2[C@@]3(CCC(C[C@@]3(C=3C=C(C=CC3C2)OC)CC1)=O)O (N-cyclobutylmethyl-3-methoxy-14-hydroxy-6-oxomorphinan), ( 6c ), C1(CC1)CN1[C@H]2[C@@]3(CCCC[C@@]3(C=3C=C(C=CC3C2)OC)CC1)O (N-cyclopropylmethyl-3-methoxy-14-hydroxymorphinan). Product: C1CC1CN2CC[C@]34[C@@H]5C(=O)CC[C@]3([C@H]2CC6=C4C(=C(C=C6)O)O5)O (N-cyclopropylmethylnoroxymorphone), ( 7c ), C1(CC1)CN1[C@H]2[C@@]3(CCCC[C@@]3(C=3C=C(C=CC3C2)O)CC1)O (N-cyclopropylmethyl-3,14-dihydroxymorphinan), C1(CCC1)CN1[C@H]2[C@@]3(CCC(C[C@@]3(C=3C=C(C=CC3C2)O)CC1)=O)O (N-cyclobutylmethyl-3,14-dihydroxy-6-oxomorphinan). Reaction SMILES: C[O:2][C:3]1[CH:26]=[CH:25][C:6]2[CH2:7][C@H:8]3[N:13]([CH2:14][CH:15]4[CH2:17][CH2:16]4)[CH2:12][CH2:11][C@:10]45[C@H:18]([C:20]([CH2:22][CH2:23][C@@:9]34[OH:24])=[O:21])[O:19][C:4]=1[C:5]=25.[CH:27]1([CH2:30][N:31]2[CH2:49][CH2:48][C@@:38]34[C:39]5[CH:40]=[C:41]([O:46]C)[CH:42]=[CH:43][C:44]=5[CH2:45][C@@H:32]2[C@:33]3([OH:50])[CH2:34][CH2:35][CH2:36][CH2:37]4)[CH2:29][CH2:28]1.[CH:51]1([CH2:55][N:56]2[CH2:74][CH2:73][C@@:63]34[C:64]5[CH:65]=[C:66]([O:71]C)[CH:67]=[CH:68][C:69]=5[CH2:70][C@@H:57]2[C@:58]3([OH:76])[CH2:59][CH2:60][C:61](=[O:75])[CH2:62]4)[CH2:54][CH2:53][CH2:52]1>>[CH2:16]1[CH:15]([CH2:14][N:13]2[C@@H:8]3[CH2:7][C:6]4[CH:25]=[CH:26][C:3]([OH:2])=[C:4]5[O:19][C@H:18]6[C:20]([CH2:22][CH2:23][C@:9]3([OH:24])[C@:10]6([C:5]=45)[CH2:11][CH2:12]2)=[O:21])[CH2:17]1.[CH:27]1([CH2:30][N:31]2[CH2:49][CH2:48][C@@:38]34[C:39]5[CH:40]=[C:41]([OH:46])[CH:42]=[CH:43][C:44]=5[CH2:45][C@@H:32]2[C@:33]3([OH:50])[CH2:34][CH2:35][CH2:36][CH2:37]4)[CH2:29][CH2:28]1.[CH:51]1([CH2:55][N:56]2[CH2:74][CH2:73][C@@:63]34[C:64]5[CH:65]=[C:66]([OH:71])[CH:67]=[CH:68][C:69]=5[CH2:70][C@@H:57]2[C@:58]3([OH:76])[CH2:59][CH2:60][C:61](=[O:75])[CH2:62]4)[CH2:52][CH2:53][CH2:54]1. Procedure: In accordance with the above procedure, but starting, in place of N-cyclobutylmethylnoroxycodone, with N-cyclopropylmethylnoroxycodone (6a), N-ethylnoroxycodone (6c), N-cyclopropylmethyl-3-methoxy-14-hydroxymorphinan (6e), or N-cyclobutylmethyl-3-methoxy-14-hydroxy-6-oxomorphinan (6f), there is obtained the corresponding N-cyclopropylmethylnoroxymorphone (7a), N-ethylnoroxymorphone (7c), N-cyclopropylmethyl-3,14-dihydroxymorphinan (7e) or N-cyclobutylmethyl-3,14-dihydroxy-6-oxomorphinan (7f).